Dataset: the Open Reaction Database (ORD), a public repository of structured organic reaction records. Task: describe an organic reaction: reactants, conditions, products, and yield Reactants: CN1C(=CC2=CC(=CC=C12)[N+](=O)[O-])C(=O)O (1-Methyl-5-nitro-1H-indole-2-carboxylic acid), CO (MeOH). Yields the product COC(=O)C=1N(C2=CC=C(C=C2C1)[N+](=O)[O-])C (1-Methyl-5-nitro-1H-indole-2-carboxylic acid methyl ester). RXN SMILES: [CH3:1][N:2]1[C:10]2[C:5](=[CH:6][C:7]([N+:11]([O-:13])=[O:12])=[CH:8][CH:9]=2)[CH:4]=[C:3]1[C:14]([OH:16])=[O:15].[CH3:17]O>>[CH3:17][O:15][C:14]([C:3]1[N:2]([CH3:1])[C:10]2[C:5]([CH:4]=1)=[CH:6][C:7]([N+:11]([O-:13])=[O:12])=[CH:8][CH:9]=2)=[O:16]. Procedure details: 1-Methyl-5-nitro-1H-indole-2-carboxylic acid (99 mg, 0.45 mmol) was esterified with MeOH using Method A to give the title compound. Starting materials: ClC(=O)OCOC(C)=O (acetoxymethyl chloroformate), C(C(=C)C)(=O)OCCO (2-hydroxyethyl methacrylate), N1=CC=CC=C1 (pyridine). Run in C(Cl)Cl (methylene chloride). Reaction conditions: time 10 minute. Product: C(OCOC(C)=O)(OCCOC(C(=C)C)=O)=O (Acetoxymethyl 2-methacryloyloxyethyl Carbonate). The yield is 64.6%. RXN SMILES: Cl[C:2]([O:4][CH2:5][O:6][C:7](=[O:9])[CH3:8])=[O:3].[C:10]([O:15][CH2:16][CH2:17][OH:18])(=[O:14])[C:11]([CH3:13])=[CH2:12].N1C=CC=CC=1>C(Cl)Cl>[C:2](=[O:3])([O:18][CH2:17][CH2:16][O:15][C:10](=[O:14])[C:11]([CH3:13])=[CH2:12])[O:4][CH2:5][O:6][C:7](=[O:9])[CH3:8]. Procedure: To a solution of acetoxymethyl chloroformate (1.00 g, 0.0066 mol) and 2-hydroxyethyl methacrylate (0.86 g, 0.0066 mol) in methylene chloride (30 ml), pyridine (0.52 g, 0.0066 mol) was added at 0° C. After 10 min at 0° C. and 18 hours at 25° C. the reaction mixture was washed with aqueous hydrochloric acid (100 ml), aqueous saturated sodium hydrogen carbonate (100 ml) and water (100 ml). The solvent was removed under reduced pressure after drying (MgSO4). Flash chromatography (silicagel, hexane/e... Starting materials: ClCCl, CS(=O)(=O)Cl, CC(C)NC(C)Cc1ccc(O)cn1, [Cl-], Cl, Cl, [Na+], [Na+], [Na+], O=C([O-])[O-]. Yields the product CC(C)NC(C)Cc1ccc(OS(C)(=O)=O)cn1. As a reaction SMILES: [CH2:30]([Cl:31])[Cl:32].[CH3:23][S:24]([Cl:25])(=[O:26])=[O:27].[CH:3]([CH3:4])([CH3:5])[NH:6][CH:7]([CH2:8][c:9]1[n:10][cH:11][c:12]([OH:15])[cH:13][cH:14]1)[CH3:16].[Cl-:29].[ClH:1].[ClH:2].[Na+:17].[Na+:18].[Na+:28].[O-:19][C:20](=[O:21])[O-:22]>>[CH:3]([CH3:4])([CH3:5])[NH:6][CH:7]([CH2:8][c:9]1[n:10][cH:11][c:12]([O:15][S:24]([CH3:23])(=[O:26])=[O:27])[cH:13][cH:14]1)[CH3:16].